From a dataset of the Open Reaction Database (ORD), a public repository of structured organic reaction records. describe an organic reaction: reactants, conditions, products, and yield Reactants: Cc1cc(-c2cc(C(F)(F)F)nc(-n3cnc(-c4cccc(S(=O)(=O)NC(C)(C)C)c4)c3)n2)ccc1C(F)(F)F, ClCCl, O=C(O)C(F)(F)F. Yields the product Cc1cc(-c2cc(C(F)(F)F)nc(-n3cnc(-c4cccc(S(N)(=O)=O)c4)c3)n2)ccc1C(F)(F)F. As a reaction SMILES: [C:1]([CH3:2])([CH3:3])([CH3:4])[NH:5][S:6](=[O:7])(=[O:8])[c:9]1[cH:10][c:11](-[c:15]2[n:16][cH:17][n:18](-[c:20]3[n:21][c:22](-[c:30]4[cH:31][c:32]([CH3:40])[c:33]([C:36]([F:37])([F:38])[F:39])[cH:34][cH:35]4)[cH:23][c:24]([C:26]([F:27])([F:28])[F:29])[n:25]3)[cH:19]2)[cH:12][cH:13][cH:14]1.[Cl:48][CH2:49][Cl:50].[F:41][C:42]([F:43])([F:44])[C:45]([OH:46])=[O:47]>>[NH2:5][S:6](=[O:7])(=[O:8])[c:9]1[cH:10][c:11](-[c:15]2[n:16][cH:17][n:18](-[c:20]3[n:21][c:22](-[c:30]4[cH:31][c:32]([CH3:40])[c:33]([C:36]([F:37])([F:38])[F:39])[cH:34][cH:35]4)[cH:23][c:24]([C:26]([F:27])([F:28])[F:29])[n:25]3)[cH:19]2)[cH:12][cH:13][cH:14]1. Starting materials: ClC=1C=C(C=CC1OCC1=NC=CC=C1)NC1=NC=NC=2SC=3CN(CCC3C12)C(C=CCCOS(=O)(=O)C)=O (methanesulfonic acid 5-{4-[3-chloro-4-(pyridine-2-ylmethoxy)-phenylamino]-5,8-dihydro-6H-9-thia-1,3,7-triaza-fluoren-7-yl}-5-oxo-pent-3-enyl ester), C([O-])([O-])=O.[Cs+].[Cs+] (cesium carbonate), CNC (dimethylamine). Solvent: CN(C)C=O (DMF). Conditions: temperature 50 celsius. Product: ClC=1C=C(C=CC1OCC1=NC=CC=C1)NC1=NC=NC=2SC=3CN(CCC3C12)C(C=CCCN(C)C)=O (1-[4-[3-chloro-4-(pyridin-2-ylmethoxy)-phenylamino]-5,8-dihydro-6H-9-thia-1,3,7-triaza-fluoren-7-yl}-5-dimethylamino-pent-2-en-1-one). Yield: 20.0%. Reaction SMILES: [Cl:1][C:2]1[CH:3]=[C:4]([NH:16][C:17]2[C:29]3[C:28]4[CH2:27][CH2:26][N:25]([C:30](=[O:40])[CH:31]=[CH:32][CH2:33][CH2:34]OS(C)(=O)=O)[CH2:24][C:23]=4[S:22][C:21]=3[N:20]=[CH:19][N:18]=2)[CH:5]=[CH:6][C:7]=1[O:8][CH2:9][C:10]1[CH:15]=[CH:14][CH:13]=[CH:12][N:11]=1.C(=O)([O-])[O-].[Cs+].[Cs+].[CH3:47][NH:48][CH3:49]>CN(C=O)C>[Cl:1][C:2]1[CH:3]=[C:4]([NH:16][C:17]2[C:29]3[C:28]4[CH2:27][CH2:26][N:25]([C:30](=[O:40])[CH:31]=[CH:32][CH2:33][CH2:34][N:48]([CH3:49])[CH3:47])[CH2:24][C:23]=4[S:22][C:21]=3[N:20]=[CH:19][N:18]=2)[CH:5]=[CH:6][C:7]=1[O:8][CH2:9][C:10]1[CH:15]=[CH:14][CH:13]=[CH:12][N:11]=1 |f:1.2.3|. Procedure: In a 25 ml rb flask were placed methanesulfonic acid 5-{4-[3-chloro-4-(pyridine-2-ylmethoxy)-phenylamino]-5,8-dihydro-6H-9-thia-1,3,7-triaza-fluoren-7-yl}-5-oxo-pent-3-enyl ester (0.15 g, 0.25 mmol) in DMF (5.0 ml) and to the solution was added cesium carbonate (0.16 g, 0.5 mmol) followed by dimethylamine (0.5 ml of 2M solution in THF) and heated at 50° C. overnight. The yellow solution was purified by HPLC twice to provide 27.5 mg of light brown solid (20.0%). 1H-NMR (DMSO-d6) δ 8.592-8.574 (m,... The product is O=C1CCCN1C1=NC(CF)(CF)Oc2ccc([N+](=O)[O-])cc21. As a reaction SMILES: [CH3:27][N:28]([CH3:29])[CH:30]=[O:31].[Cl:9][C:10]1=[N:11][C:12]([CH2:23][F:24])([CH2:25][F:26])[O:13][c:14]2[c:15]1[cH:16][c:17]([N+:20](=[O:21])[O-:22])[cH:18][cH:19]2.[H-:7].[NH:1]1[C:2](=[O:6])[CH2:3][CH2:4][CH2:5]1.[Na+:8]>>[N:1]1([C:10]2=[N:11][C:12]([CH2:23][F:24])([CH2:25][F:26])[O:13][c:14]3[c:15]2[cH:16][c:17]([N+:20](=[O:21])[O-:22])[cH:18][cH:19]3)[C:2](=[O:6])[CH2:3][CH2:4][CH2:5]1. Reactants: CN(C)C=O, O=[N+]([O-])c1ccc2c(c1)C(Cl)=NC(CF)(CF)O2, [H-], O=C1CCCN1, [Na+]. Starting materials: Example 24 1-[, Cl.Cl.ClC=1C=C(C=CC1)C1(C(CC(CC1)CC)CCN1CCN(CC1)C)O (1-(3-chlorophenyl)-2-(4-methylpiperazin-1-ylethyl]-4-ethylcyclohexanol dihydrochloride), ClC=1C=C(C=CC1)C(CN1CCNCC1)C1(CCC(CC1)CC)O (1-[1-(3-chlorophenyl)-2-piperazin-1-ylethyl]-4-ethylcyclohexanol). Yields the product Cl.Cl.ClC=1C=C(C=CC1)C(CN1CCN(CC1)C)C1(CCC(CC1)CC)O (1-[1-(3-chlorophenyl)-2-(4-methylpiperazin-1-yl)ethyl]-4-ethylcyclohexanol dihydrochloride). Reaction SMILES: Cl.Cl.[Cl:3][C:4]1C=C(C2(O)CCC(CC)CC2CCN2CCN(C)CC2)C=CC=1.[Cl:28][C:29]1[CH:30]=[C:31]([CH:35]([C:43]2([OH:51])[CH2:48][CH2:47][CH:46]([CH2:49][CH3:50])[CH2:45][CH2:44]2)[CH2:36][N:37]2[CH2:42][CH2:41][NH:40][CH2:39][CH2:38]2)[CH:32]=[CH:33][CH:34]=1>>[ClH:3].[ClH:28].[Cl:28][C:29]1[CH:30]=[C:31]([CH:35]([C:43]2([OH:51])[CH2:48][CH2:47][CH:46]([CH2:49][CH3:50])[CH2:45][CH2:44]2)[CH2:36][N:37]2[CH2:42][CH2:41][N:40]([CH3:4])[CH2:39][CH2:38]2)[CH:32]=[CH:33][CH:34]=1 |f:0.1.2,4.5.6|. Procedure details: In an analogous manner to Example 24 1-[1-(3-chlorophenyl)-2-(4-methylpiperazin-1-ylethyl]-4-ethylcyclohexanol dihydrochloride was prepared from 1-[1-(3-chlorophenyl)-2-piperazin-1-ylethyl]-4-ethylcyclohexanol. MS (ES) m/z 365.4; HRMS: calcd for C21H33ClN2O+H, 365.23597; found (ESI, [M+H]+), 365.236. Starting materials: ClC=1C(=NC=NC1Cl)N (5,6-dichloropyrimidin-4-amine), NCC1CCN(CC1)C(=O)OC(C)(C)C (tert-butyl 4-(aminomethyl)piperidine-1-carboxylate), O(C1=CC=CC=C1)C1=CC=C(C=C1)B(O)O ((4-phenoxyphenyl)boronic acid), C1(=CCCC1)C(=O)O (cyclopent-1-enecarboxylic acid). Product: NC1=C(C(=NC=N1)NCC1CCN(CC1)C(=O)C1=CCCC1)C1=CC=C(C=C1)OC1=CC=CC=C1 ((4-(((6-amino-5-(4-phenoxyphenyl)pyrimidin-4-yl)amino)methyl)piperidin-1-yl)(cyclopent-1-en-1-yl)methanone). Reaction SMILES: Cl[C:2]1[C:3]([NH2:9])=[N:4][CH:5]=[N:6][C:7]=1Cl.[NH2:10][CH2:11][CH:12]1[CH2:17][CH2:16][N:15]([C:18]([O:20]C(C)(C)C)=O)[CH2:14][CH2:13]1.[O:25]([C:32]1[CH:37]=[CH:36][C:35](B(O)O)=[CH:34][CH:33]=1)[C:26]1[CH:31]=[CH:30][CH:29]=[CH:28][CH:27]=1.[C:41]1(C(O)=O)[CH2:45][CH2:44][CH2:43][CH:42]=1>>[NH2:9][C:3]1[N:4]=[CH:5][N:6]=[C:7]([NH:10][CH2:11][CH:12]2[CH2:13][CH2:14][N:15]([C:18]([C:41]3[CH2:45][CH2:44][CH2:43][CH:42]=3)=[O:20])[CH2:16][CH2:17]2)[C:2]=1[C:29]1[CH:30]=[CH:31][C:26]([O:25][C:32]2[CH:37]=[CH:36][CH:35]=[CH:34][CH:33]=2)=[CH:27][CH:28]=1. Reported procedure: (4-(((6-amino-5-(4-phenoxyphenyl)pyrimidin-4-yl)amino)methyl)piperidin-1-yl)(cyclopent-1-en-1-yl)methanone was prepared from 5,6-dichloropyrimidin-4-amine, tert-butyl 4-(aminomethyl)piperidine-1-carboxylate, (4-phenoxyphenyl)boronic acid, and cyclopent-1-enecarboxylic acid using methods B, C, D, and E. HPLC purity: 99%. MS: m/z=470 [M+H]+. Starting materials: C(C)N(C=1C=C(C(=O)O)C=C(N1)C)CC (2-diethylamino-6-methyl-isonicotinic acid), ClC=1C=C(C(=O)O)C=C(N1)Cl (2,6-dichloro-isonicotinic acid), C(C(C)C)NC (N-isobutyl-N-methylamine). Product: C(C(C)C)N(C=1C=C(C(=O)O)C=C(N1)C)C (2-(Isobutyl-methyl-amino)-6-methyl-isonicotinic acid). Reaction SMILES: [CH2:1](N(CC)C1C=C(C=C(C)N=1)C(O)=O)C.Cl[C:17]1[CH:18]=[C:19]([CH:23]=[C:24](Cl)[N:25]=1)[C:20]([OH:22])=[O:21].[CH2:27]([NH:31][CH3:32])[CH:28]([CH3:30])[CH3:29]>>[CH2:27]([N:31]([CH3:32])[C:17]1[CH:18]=[C:19]([CH:23]=[C:24]([CH3:1])[N:25]=1)[C:20]([OH:22])=[O:21])[CH:28]([CH3:30])[CH3:29]. Procedure details: The title compound is prepared in analogy to 2-diethylamino-6-methyl-isonicotinic acid starting from 2,6-dichloro-isonicotinic acid and N-isobutyl-N-methylamine; LC-MS: tR=0.50*min, [M+1]+=223.28. Product: CC(C)(C)OC(=O)N1Cc2ccccc2CC1C(=O)NC(Cc1ccc(Cl)cc1)C(=O)N1CCC(c2ccccc2N(CCN)S(C)(=O)=O)CC1. RXN SMILES: [CH3:62][CH2:63][OH:64].[CH3:71][CH2:72][O:73][C:74]([CH3:75])=[O:76].[Cl:65][CH2:66][CH2:67][Cl:68].[NH2:69][NH2:70].[O:1]=[C:2]1[N:3]([CH2:12][CH2:13][N:14]([c:15]2[c:16]([CH:21]3[CH2:22][CH2:23][N:24]([C:27]([CH:28]([CH2:29][c:30]4[cH:31][cH:32][c:33]([Cl:36])[cH:34][cH:35]4)[NH:37][C:38](=[O:39])[CH:40]4[N:41]([C:50](=[O:51])[O:52][C:53]([CH3:54])([CH3:55])[CH3:56])[CH2:42][c:43]5[cH:44][cH:45][cH:46][cH:47][c:48]5[CH2:49]4)=[O:57])[CH2:25][CH2:26]3)[cH:17][cH:18][cH:19][cH:20]2)[S:58](=[O:59])(=[O:60])[CH3:61])[C:10](=[O:11])[c:5]2[c:4]1[cH:9][cH:8][cH:7][cH:6]2>>[NH2:3][CH2:12][CH2:13][N:14]([c:15]1[c:16]([CH:21]2[CH2:22][CH2:23][N:24]([C:27]([CH:28]([CH2:29][c:30]3[cH:31][cH:32][c:33]([Cl:36])[cH:34][cH:35]3)[NH:37][C:38](=[O:39])[CH:40]3[N:41]([C:50](=[O:51])[O:52][C:53]([CH3:54])([CH3:55])[CH3:56])[CH2:42][c:43]4[cH:44][cH:45][cH:46][cH:47][c:48]4[CH2:49]3)=[O:57])[CH2:25][CH2:26]2)[cH:17][cH:18][cH:19][cH:20]1)[S:58](=[O:59])(=[O:60])[CH3:61]. Starting materials: CCO, CCOC(C)=O, ClCCCl, NN, CC(C)(C)OC(=O)N1Cc2ccccc2CC1C(=O)NC(Cc1ccc(Cl)cc1)C(=O)N1CCC(c2ccccc2N(CCN2C(=O)c3ccccc3C2=O)S(C)(=O)=O)CC1. Reactants: COC(=O)c1sc(-c2ccccc2)cc1N(C(=O)C1CCC(C)CC1N=[N+]=[N-])C(C)C, CC(=O)OC(C)=O, CO, CN(C)c1ccncc1, ClCCl, Cl, [H][H], c1ccncc1. Yields the product COC(=O)c1sc(-c2ccccc2)cc1N(C(=O)C1CCC(C)CC1NC(C)=O)C(C)C. Reaction SMILES: [CH3:1][O:2][C:3](=[O:4])[c:5]1[s:6][c:7](-[c:26]2[cH:27][cH:28][cH:29][cH:30][cH:31]2)[cH:8][c:9]1[N:10]([CH:11]([CH3:12])[CH3:13])[C:14](=[O:15])[CH:16]1[CH:17]([N:23]=[N+:24]=[N-:25])[CH2:18][CH:19]([CH3:22])[CH2:20][CH2:21]1.[CH3:41][C:42](=[O:43])[O:44][C:45](=[O:46])[CH3:47].[CH3:48][OH:49].[CH3:53][N:54]([c:55]1[cH:56][cH:57][n:58][cH:59][cH:60]1)[CH3:61].[Cl:50][CH2:51][Cl:52].[ClH:32].[H:33][H:34].[cH:35]1[cH:36][cH:37][n:38][cH:39][cH:40]1>>[CH3:1][O:2][C:3](=[O:4])[c:5]1[s:6][c:7](-[c:26]2[cH:27][cH:28][cH:29][cH:30][cH:31]2)[cH:8][c:9]1[N:10]([CH:11]([CH3:12])[CH3:13])[C:14](=[O:15])[CH:16]1[CH:17]([NH:23][C:42]([CH3:41])=[O:43])[CH2:18][CH:19]([CH3:22])[CH2:20][CH2:21]1. The reactants are CC(=O)[O-], COc1ccc(C=O)cc1, CC(=O)OC(C)=O, [Na+], O=C1CNC(=O)N1, O. Yields the product COc1ccc(C=C2NC(=O)NC2=O)cc1. RXN SMILES: [CH3:19][C:20](=[O:21])[O-:22].[CH3:1][O:2][c:3]1[cH:4][cH:5][c:6]([CH:7]=[O:8])[cH:9][cH:10]1.[CH3:23][C:24]([O:25][C:26](=[O:27])[CH3:28])=[O:29].[Na+:18].[O:11]=[C:12]1[CH2:13][NH:14][C:15](=[O:16])[NH:17]1.[OH2:30]>>[CH3:1][O:2][c:3]1[cH:4][cH:5][c:6]([CH:7]=[C:13]2[C:12](=[O:11])[NH:17][C:15](=[O:16])[NH:14]2)[cH:9][cH:10]1.